This data is from the Open Reaction Database (ORD), a public repository of structured organic reaction records. The task is: describe an organic reaction: reactants, conditions, products, and yield As a reaction SMILES: [Cl:1][C:2]1[CH:7]=[CH:6][C:5]([C:8]2[C:14]3[C:15]([CH3:19])=[C:16]([CH3:18])[S:17][C:13]=3[N:12]3[C:20]([CH3:23])=[N:21][N:22]=[C:11]3[C@@:10]3([CH2:25][C@H:24]3[CH2:26][OH:27])[N:9]=2)=[CH:4][CH:3]=1.CC1(C)N([O])C(C)(C)CC(OC)C1.[Br-].[K+].Cl[O-].[Na+]>C(Cl)Cl.CCCCCCCC[N+](CCCCCCCC)(CCCCCCCC)C.[Cl-]>[Cl:1][C:2]1[CH:3]=[CH:4][C:5]([C:8]2[C:14]3[C:15]([CH3:19])=[C:16]([CH3:18])[S:17][C:13]=3[N:12]3[C:20]([CH3:23])=[N:21][N:22]=[C:11]3[C@@:10]3([CH2:25][C@H:24]3[CH:26]=[O:27])[N:9]=2)=[CH:6][CH:7]=1 |f:2.3,4.5,7.8,^1:31|. Run in C(Cl)Cl (DCM). Yields the product ClC1=CC=C(C=C1)C1=N[C@]2(C=3N(C4=C1C(=C(S4)C)C)C(=NN3)C)[C@@H](C2)C=O ((1S,2R)-4′-(4-Chlorophenyl)-2′,3′,9′-trimethylspiro[cyclopropane-1,6′-thieno[3,2-f][1,2,4]triazolo[4,3-a][1,4]diazepine]-2-carbaldehyde). Conditions: temperature 0 celsius, time 30 minute. The reactants are Cl[O-].[Na+] (sodium hypochlorite), ClC1=CC=C(C=C1)C1=N[C@]2(C=3N(C4=C1C(=C(S4)C)C)C(=NN3)C)[C@@H](C2)CO (((1S,2R)-4′-(4-chlorophenyl)-2′,3′,9′-trimethylspiro[cyclopropane-1,6′-thieno[3,2-f][1,2,4]triazolo[4,3-a][1,4]diazepine]-2-yl)methanol), CC1(CC(CC(N1[O])(C)C)OC)C (4-methoxy TEMPO), [Br-].[K+] (potassium bromide). Procedure details: A solution of ((1S,2R)-4′-(4-chlorophenyl)-2′,3′,9′-trimethylspiro[cyclopropane-1,6′-thieno[3,2-f][1,2,4]triazolo[4,3-a][1,4]diazepine]-2-yl)methanol (300 mg, 0.752 mmol) in DCM (5 mL), a solution of 4-methoxy TEMPO (0.0135M in DCM) (1 mL, 0.0135 mmol), a solution of Aliquat 336 (0.074M in DCM) (0.5 mL, 0.037 mmol) and a solution of potassium bromide (0.25M in water) (0.3 mL, 0.075 mmol) were mixed and cooled to 0° C. before a solution of sodium hypochlorite (0.35M in water; buffered with NaHCO3... The reagents and catalysts are CCCCCCCC[N+](C)(CCCCCCCC)CCCCCCCC.[Cl-] (Aliquat 336). Starting materials: [N+](=O)([O-])C1=C(C=C(C=C1)[N+](=O)[O-])O (2,5-dinitrophenol), C([O-])([O-])=O.[K+].[K+] (potassium carbonate), CC(=O)C (acetone), CCCBr (n-propyl bromide), CCCBr (n-propyl bromide). Run in O (water). Run at time 96 hour. Yields the product C(CC)OC1=C(C=CC(=C1)[N+](=O)[O-])[N+](=O)[O-] (1-n-propoxy-2,5-dinitrobenzene). Reaction SMILES: [N+:1]([C:4]1[CH:9]=[CH:8][C:7]([N+:10]([O-:12])=[O:11])=[CH:6][C:5]=1[OH:13])([O-:3])=[O:2].C(=O)([O-])[O-].[K+].[K+].[CH3:20][C:21]([CH3:23])=O.CCCBr>O>[CH2:20]([O:13][C:5]1[CH:6]=[C:7]([N+:10]([O-:12])=[O:11])[CH:8]=[CH:9][C:4]=1[N+:1]([O-:3])=[O:2])[CH2:21][CH3:23] |f:1.2.3|. Procedure: A mixture of 2,5-dinitrophenol (10 g), potassium carbonate (15 g) and acetone (100 ml) is stirred and n-propyl bromide (13.36 g) added to the mixture. The mixture is stirred at room temperature for 3 hours and then heated at reflux for 16 hours. More n-propyl bromide (6.68 g) is then added and refluxing continued for 96 hours. The mixture is filtered and the filtrate evaporated to dryness to afford a dark brown solid. This material is stirred with water (300 ml) and filtered. Recrystallization f... The reactants are COC(=O)C1=NC(=NC(=C1)NCC1=C(C=C(C=C1)F)F)Cl (2-Chloro-6-(2,4-difluoro-benzylamino)-pyrimidine-4-carboxylic acid methyl ester), C([O-])([O-])=O.[K+].[K+] (potassium carbonate), C1(CCCCC1)P(C1=C(C=CC=C1)C1=C(C=CC=C1OC)OC)C1CCCCC1 (2-dicyclohexylphosphino-2′,6′-dimethoxybiphenyl), N1=CN=CC=C1 (pyrimidine), FC(C=1C=C(C=NC1)B(O)O)(F)F (5-trifluoromethylpyridine 3-boronic acid). The reagents and catalysts are C(C)(=O)[O-].[Pd+2].C(C)(=O)[O-] (palladium acetate). Solvent: O (water), O (water), CCOC(=O)C (EtOAc), O1CCOCC1 (dioxane). Reaction conditions: time 30 minute. Product: COC(=O)C1=NC(=NC(=C1)NCC1=C(C=C(C=C1)F)F)C=1C=NC=C(C1)C(F)(F)F (6-(2,4-Difluoro-benzylamino)-2-(5-trifluoromethyl-pyridin-3-yl)-pyrimidine-4-carboxylic acid methyl ester). Yield: 44.3%. As a reaction SMILES: [CH3:1][O:2][C:3]([C:5]1[CH:10]=[C:9]([NH:11][CH2:12][C:13]2[CH:18]=[CH:17][C:16]([F:19])=[CH:15][C:14]=2[F:20])[N:8]=[C:7](Cl)[N:6]=1)=[O:4].N1C=CC=NC=1.[F:28][C:29]([F:40])([F:39])[C:30]1[CH:31]=[C:32](B(O)O)[CH:33]=[N:34][CH:35]=1.C1(P(C2CCCCC2)C2C=CC=CC=2C2C(OC)=CC=CC=2OC)CCCCC1.C(=O)([O-])[O-].[K+].[K+]>O1CCOCC1.O.CCOC(C)=O.C([O-])(=O)C.[Pd+2].C([O-])(=O)C>[CH3:1][O:2][C:3]([C:5]1[CH:10]=[C:9]([NH:11][CH2:12][C:13]2[CH:18]=[CH:17][C:16]([F:19])=[CH:15][C:14]=2[F:20])[N:8]=[C:7]([C:32]2[CH:33]=[N:34][CH:35]=[C:30]([C:29]([F:40])([F:39])[F:28])[CH:31]=2)[N:6]=1)=[O:4] |f:4.5.6,10.11.12|. Reported procedure: To a 20 ml microwave vial with stir bar was added the 2-Chloro-6-(2,4-difluoro-benzylamino)-pyrimidine-4-carboxylic acid methyl ester, the pyrimidine from above (500 mg, 1.597 mmol), 5-trifluoromethylpyridine 3-boronic acid (566.9 mg, 2.076 mmol), palladium acetate (17.9 mg, 0.0798 mmol), 2-dicyclohexylphosphino-2′,6′-dimethoxybiphenyl (98.2 mg, 0.239 mmol) and potassium carbonate (661 mg, 4.791 mmol). Reagents were suspended in dioxane (10 ml)/water (1 ml) and run in microwave reactor at 120° C... The reactants are I[Si](C)(C)C (Iodotrimethyl silane), COC=1C=C(C=C(C1)C1=CC=CC=C1)C (3-methoxy-5-phenyltoluene). The solvent is ClC(Cl)Cl (trichloromethane). Product: CC=1C=C(C=C(C1)C1=CC=CC=C1)O (3-methyl-5-phenylphenol). Yield: 93.0%. As a reaction SMILES: I[Si](C)(C)C.C[O:7][C:8]1[CH:9]=[C:10]([CH3:20])[CH:11]=[C:12]([C:14]2[CH:19]=[CH:18][CH:17]=[CH:16][CH:15]=2)[CH:13]=1>ClC(Cl)Cl>[CH3:20][C:10]1[CH:9]=[C:8]([OH:7])[CH:13]=[C:12]([C:14]2[CH:19]=[CH:18][CH:17]=[CH:16][CH:15]=2)[CH:11]=1. Reported procedure: Iodotrimethyl silane (26.4 ml; 0.185 mol) was added to a solution of 3-methoxy-5-phenyltoluene (26.6 g; 0.168 mol) in trichloromethane (110 ml). The mixture was reflux for 12 hours and extracted with ether. The organic phase was evaporated and purified by flash chromatography, eluting with petroleum ethyl acetate (90/10) to give 3-methyl-5-phenylphenol as a foam. Yield=93%. Reactants: N([C@@H](CCSC)C(=O)N[C@@H](CC(C)C)C(=O)NCC(=O)OC)C(=O)OC(C)(C)C (BOC-Met-Leu-Gly-OMe), Cl (hydrogen chloride), tripeptide ester hydrochloride. Solvent: C(C)(=O)OCC (ethyl acetate), petroleum ether. Reaction conditions: time 30 minute. Yields the product N[C@@H](CCSC)C(=O)N[C@@H](CC(C)C)C(=O)NCC(=O)OC.Cl (H-Met-Leu-Gly-OMe.Hydrochloride). RXN SMILES: [NH:1](C(OC(C)(C)C)=O)[C@H:2]([C:7]([NH:9][C@H:10]([C:15]([NH:17][CH2:18][C:19]([O:21][CH3:22])=[O:20])=[O:16])[CH2:11][CH:12]([CH3:14])[CH3:13])=[O:8])[CH2:3][CH2:4][S:5][CH3:6].[ClH:30]>C(OCC)(=O)C>[NH2:1][C@H:2]([C:7]([NH:9][C@H:10]([C:15]([NH:17][CH2:18][C:19]([O:21][CH3:22])=[O:20])=[O:16])[CH2:11][CH:12]([CH3:14])[CH3:13])=[O:8])[CH2:3][CH2:4][S:5][CH3:6].[ClH:30] |f:3.4|. Procedure: 3.24 g of BOC-Met-Leu-Gly-OMe are dissolved in 13 ml of 3.8 N hydrogen chloride in ethyl acetate and allowed to stand for 30 minutes at 20° C. On adding 100 ml of petroleum ether the tripeptide ester hydrochloride is precipitated as a sticky mass, and the supernatant solution is decanted off. On triturating with 100 ml of peroxide-free ether at 0° C. a finely powdered product is obtained which is filtered off and dried to constant weight over potassium hydroxide at room temperature in a desiccat... Product: COc1ccc2c(Cl)cc3nc(C(=O)O)cn3c2c1. RXN SMILES: [CH3:24][OH:25].[Cl:1][c:2]1[cH:3][c:4]2[n:5]([c:6]3[cH:7][c:8]([O:12][CH3:13])[cH:9][cH:10][c:11]13)[cH:14][c:15]([C:17](=[O:18])[O:19][CH2:20][CH3:21])[n:16]2.[Na+:23].[OH-:22]>>[Cl:1][c:2]1[cH:3][c:4]2[n:5]([c:6]3[cH:7][c:8]([O:12][CH3:13])[cH:9][cH:10][c:11]13)[cH:14][c:15]([C:17](=[O:18])[OH:19])[n:16]2. The reactants are CO, CCOC(=O)c1cn2c(cc(Cl)c3ccc(OC)cc32)n1, [Na+], [OH-]. Product: C(\C=C\C(=O)O)(=O)O.C1(CC2=CC=CC3=CC=CC1=C23)N2CCC3(CC(N3C3=CC(=CC=C3)F)=O)CC2 ((RS)-7-Acenaphthen-1-yl-1-(3-fluoro-phenyl)-1,7-diaza-spiro[3.5]nonan-2-one fumarate). The solvent is C(C)OCC (diethyl ether). Reaction SMILES: [F:1][C:2]1[CH:3]=[C:4]([NH:8][C:9]2([C:27]#N)[CH2:14][CH2:13][N:12]([CH:15]3[C:25]4=[C:26]5[C:21](=[CH:22][CH:23]=[CH:24]4)[CH:20]=[CH:19][CH:18]=[C:17]5[CH2:16]3)[CH2:11][CH2:10]2)[CH:5]=[CH:6][CH:7]=1.[C:29]([OH:36])(=[O:35])/[CH:30]=[CH:31]/[C:32]([OH:34])=[O:33]>C(OCC)C>[C:29]([OH:36])(=[O:35])/[CH:30]=[CH:31]/[C:32]([OH:34])=[O:33].[CH:15]1([N:12]2[CH2:11][CH2:10][C:9]3([N:8]([C:4]4[CH:5]=[CH:6][CH:7]=[C:2]([F:1])[CH:3]=4)[C:32](=[O:33])[CH2:27]3)[CH2:14][CH2:13]2)[C:25]2=[C:26]3[C:21](=[CH:22][CH:23]=[CH:24]2)[CH:20]=[CH:19][CH:18]=[C:17]3[CH2:16]1 |f:3.4|. Procedure: Reaction of (RS)-4-(3-fluoro-phenylamino)-1-(acenaphthen-1-yl)-piperidine-4-carbonitrile in accordance with the general method of example 1 and treatment of the base with fumaric acid in diethyl ether yielded the title compound, white solid, m.p. 230° C. and MS: m/e=387.3 (M+H+). Starting materials: FC=1C=C(C=CC1)NC1(CCN(CC1)C1CC2=CC=CC3=CC=CC1=C23)C#N ((RS)-4-(3-fluoro-phenylamino)-1-(acenaphthen-1-yl)-piperidine-4-carbonitrile), C(\C=C\C(=O)O)(=O)O (fumaric acid). Starting materials: CN(C=O)C (dimethylformamide), COCOC1=CC(=C(C=C1)Cl)OC (4-Chloro-3-methoxyphenol methoxymethyl ether), C1(=CC=CC=C1)[Li] (phenyllithium), S(O)(O)(=O)=O (sulphuric acid). Solvent: CCOCC (ether), CCOCC (ether), CCOCC (ether). Conditions: time 3 day. Product: ClC=1C(=C(C=O)C(=CC1)O)OC (3-chloro-6-hydroxy-2-methoxybenzaldehyde). As a reaction SMILES: COC[O:4][C:5]1[CH:10]=[CH:9][C:8]([Cl:11])=[C:7]([O:12][CH3:13])[CH:6]=1.C1([Li])C=CC=CC=1.CN(C)[CH:23]=[O:24].S(=O)(=O)(O)O>CCOCC>[Cl:11][C:8]1[C:7]([O:12][CH3:13])=[C:6]([C:5]([OH:4])=[CH:10][CH:9]=1)[CH:23]=[O:24]. Reported procedure: 4-Chloro-3-methoxyphenol methoxymethyl ether (3.1 g, 0.0153 M) in dry ether (3.5 ml) was added dropwise to a solution of phenyllithium (from 0.21 g lithium and 2.4 g bromobanzene) in dry ether (12 ml) under nitrogen and the mixture stirred at room temperature (3 days). A solution of dry dimethylformamide (1.12 g, 0.0153 M) in dry ether (1 ml) was then added dropwise over 15 mins and the mixture stirred at room temperature (1 hr). The reaction mixture was poured into 2 N sulphuric acid (100 ml) a...